From a dataset of the Open Reaction Database (ORD), a public repository of structured organic reaction records. describe an organic reaction: reactants, conditions, products, and yield The reactants are O (water), Cl.NC(C(=O)OC(C)(C)C)(C)C (tert.-butyl 2-amino-isobutyrate hydrochloride), TEA, BrC1=CC=C(S1)C(=O)O (5-bromo-thiophene-2-carboxylic acid), S(=O)(Cl)Cl (thionyl chloride). Solvent: ClCCl (dichloromethane), ClCCl (dichloromethane). Yields the product BrC1=CC=C(S1)C(=O)NC(C(=O)OC(C)(C)C)(C)C (tert.-butyl 2-[(5-bromo-thiophen-2-yl)-carbonylamino]-isobutyrate). As a reaction SMILES: [Br:1][C:2]1[S:6][C:5]([C:7]([OH:9])=O)=[CH:4][CH:3]=1.S(Cl)(Cl)=O.Cl.[NH2:15][C:16]([CH3:25])([CH3:24])[C:17]([O:19][C:20]([CH3:23])([CH3:22])[CH3:21])=[O:18].O>ClCCl>[Br:1][C:2]1[S:6][C:5]([C:7]([NH:15][C:16]([CH3:25])([CH3:24])[C:17]([O:19][C:20]([CH3:23])([CH3:22])[CH3:21])=[O:18])=[O:9])=[CH:4][CH:3]=1 |f:2.3|. Procedure: 2.63 g (12.3 mmol) 5-bromo-thiophene-2-carboxylic acid are refluxed in 15 ml dichloromethane together with 7.0 ml of thionyl chloride for 2 h with stirring. The mixture is then evaporated down i. vac. and the residue is twice taken up in toluene and evaporated down completely i. vac. The residue is added dropwise to 10 ml dichloromethane with stirring at ambient temperature in a mixture of 2.41 g (12.3 mmol) tert.-butyl 2-amino-isobutyrate hydrochloride in 20 ml dichloromethane with 5.14 ml (36.... Starting materials: OC[C@@H]1CN(CC[C@@H]1C1=CC=C(C=C1)[N+](=O)[O-])C ((+)cis-3-hydroxymethyl-1-methyl-4-(4-nitrophenyl)piperidine), Cl.CN1C[C@H]([C@@H](CC1)C1=CC=C(C=C1)[N+](=O)[O-])COC1=CC2=C(C=C1)OCO2 ((+)trans-1-methyl-3-(3,4-methylenedioxyphenoxymethyl)-4-(4-nitrophenyl)piperidine, hydrochloride), FC(C=1C=C(C=CC1)O)(F)F (3-trifluoromethylphenol). The product is Cl.CN1C[C@H]([C@@H](CC1)C1=CC=C(C=C1)[N+](=O)[O-])COC1=CC(=CC=C1)C(F)(F)F ((-)trans-1-methyl-4-(4-nitrophenyl)-3-(3-trifluoromethylphenoxymethyl)piperidine, hydrochloride). RXN SMILES: [OH:1][CH2:2][C@H:3]1[C@@H:8]([C:9]2[CH:14]=[CH:13][C:12]([N+:15]([O-:17])=[O:16])=[CH:11][CH:10]=2)[CH2:7][CH2:6][N:5]([CH3:18])[CH2:4]1.[ClH:19].CN1CC[C@@H](C2C=CC([N+]([O-])=O)=CC=2)[C@H](COC2C=CC3OCOC=3C=2)C1.[F:47][C:48]([F:57])([F:56])[C:49]1[CH:50]=[C:51](O)[CH:52]=[CH:53][CH:54]=1>>[ClH:19].[CH3:18][N:5]1[CH2:6][CH2:7][C@@H:8]([C:9]2[CH:14]=[CH:13][C:12]([N+:15]([O-:17])=[O:16])=[CH:11][CH:10]=2)[C@H:3]([CH2:2][O:1][C:53]2[CH:52]=[CH:51][CH:50]=[C:49]([C:48]([F:57])([F:56])[F:47])[CH:54]=2)[CH2:4]1 |f:1.2,4.5|. Procedure details: Compound (8) was prepared from (+)cis-3-hydroxymethyl-1-methyl-4-(4-nitrophenyl)piperidine as described for compound (1) using 3-trifluoromethylphenol instead of sesamol. The crude product was purified on a silica gel column using CH2Cl2 /CH3OH 9/1 as eluent. Identified by 1H NMR. M.p. 271°-272° C. The reactants are CI, [Na+], [OH-], COC(=O)Cc1c(C)nc(S)nc1O. Yields the product COC(=O)Cc1c(C)nc(SC)nc1O. RXN SMILES: [CH3:15][I:16].[Na+:18].[OH-:17].[OH:1][c:2]1[n:3][c:4]([SH:14])[n:5][c:6]([CH3:13])[c:7]1[CH2:8][C:9](=[O:10])[O:11][CH3:12]>>[OH:1][c:2]1[n:3][c:4]([S:14][CH3:15])[n:5][c:6]([CH3:13])[c:7]1[CH2:8][C:9](=[O:10])[O:11][CH3:12]. Starting materials: C1(=CC=CC=C1)C1=C(OC=C1C1=CC=CC=C1)C(=O)OC (Methyl 3,4-diphenyl-2-furancarboxylate), [OH-].[Na+] (sodium hydroxide), C(C)O (ethanol). Solvent: O (water). Yields the product C1(=CC=CC=C1)C1=C(OC=C1C1=CC=CC=C1)C(=O)O (3,4-diphenyl-2-furancarboxylic acid). Isolated yield 54.8%. Reaction SMILES: [C:1]1([C:7]2[C:11]([C:12]3[CH:17]=[CH:16][CH:15]=[CH:14][CH:13]=3)=[CH:10][O:9][C:8]=2[C:18]([O:20]C)=[O:19])[CH:6]=[CH:5][CH:4]=[CH:3][CH:2]=1.[OH-].[Na+].C(O)C>O>[C:1]1([C:7]2[C:11]([C:12]3[CH:13]=[CH:14][CH:15]=[CH:16][CH:17]=3)=[CH:10][O:9][C:8]=2[C:18]([OH:20])=[O:19])[CH:2]=[CH:3][CH:4]=[CH:5][CH:6]=1 |f:1.2|. Reported procedure: Methyl 3,4-diphenyl-2-furancarboxylate (10.00 g) and sodium hydroxide (1.73 g) in a mixed solution of ethanol (20 ml) and water (20 ml) were heated at reflux for 3 hours while stirring. After evaporating the solvent under reduced pressure, 1 M hydrochloric acid was added, and the thus-precipitated crystals were filtered, thereby giving 5.20 g of the desired compound. Starting materials: FC1=C(C=O)C=C(C(=C1)F)F (2,4,5-trifluorobenzaldehyde), CC1NC(CNC1)C (2,6-dimehtylpiperazine). Run in C(C)(=O)OCC (ethyl acetate). Conditions: time 8 hour. Product: C[C@@H]1CN(C[C@@H](N1)C)C1=CC(=C(C=O)C=C1F)F (4-(cis-3,5-dimethylpiperazinyl)-2,5-difluorobenzaldehyde). As a reaction SMILES: [F:1][C:2]1[CH:9]=[C:8](F)[C:7]([F:11])=[CH:6][C:3]=1[CH:4]=[O:5].[CH3:12][CH:13]1[CH2:18][NH:17][CH2:16][CH:15]([CH3:19])[NH:14]1>C(OCC)(=O)C>[CH3:12][C@H:13]1[NH:14][C@@H:15]([CH3:19])[CH2:16][N:17]([C:8]2[C:7]([F:11])=[CH:6][C:3]([CH:4]=[O:5])=[C:2]([F:1])[CH:9]=2)[CH2:18]1. Procedure: To a solution of 2,4,5-trifluorobenzaldehyde (1 eq) in ethyl acetate at room temperature was added 2,6-dimehtylpiperazine (2 eq). After being stirred overnight, the solution was washed with water, aqueous sodium bicarbonate, brine and dried, and purified on silica gel to give 4-(cis-3,5-dimethylpiperazinyl)-2,5-difluorobenzaldehyde.